From a dataset of the Open Reaction Database (ORD), a public repository of structured organic reaction records. describe an organic reaction: reactants, conditions, products, and yield Starting materials: C(C)S(=O)(=O)C1=CC=C(CNC(=O)C=2C=C3C(=NC2)[C@@H](NC3)C(C)C)C=C1 ((S)-N-(4-(ethylsulfonyl)benzyl)-7-isopropyl-6,7-dihydro-5H-pyrrolo[3,4-b]pyridine-3-carboxamide), O1CC(CC1)C1N(CC=2C1=NC=CC2)C(=O)[O-] (7-(tetrahydrofuran-3-yl)-5,7-dihydro-6H-pyrrolo[3,4-b]pyridine-6-carboxylate). Product: C(C)S(=O)(=O)C1=CC=C(CNC(=O)C=2C=C3C(=NC2)C(NC3)C3COCC3)C=C1 (N-(4-(ethylsulfonyl)benzyl)-7-(tetrahydrofuran-3-yl)-6,7-dihydro-5H-pyrrolo[3,4-b]pyridine-3-carboxamide). RXN SMILES: [CH2:1]([S:3]([C:6]1[CH:27]=[CH:26][C:9]([CH2:10][NH:11][C:12]([C:14]2[CH:15]=[C:16]3[CH2:22][NH:21][C@@H:20]([CH:23]([CH3:25])[CH3:24])[C:17]3=[N:18][CH:19]=2)=[O:13])=[CH:8][CH:7]=1)(=[O:5])=[O:4])[CH3:2].[O:28]1CCC(C2C3=NC=CC=C3CN2C([O-])=O)[CH2:29]1>>[CH2:1]([S:3]([C:6]1[CH:7]=[CH:8][C:9]([CH2:10][NH:11][C:12]([C:14]2[CH:15]=[C:16]3[CH2:22][NH:21][CH:20]([CH:23]4[CH2:24][CH2:29][O:28][CH2:25]4)[C:17]3=[N:18][CH:19]=2)=[O:13])=[CH:26][CH:27]=1)(=[O:5])=[O:4])[CH3:2]. Procedure details: Procedure same as that for (S)-N-(4-(ethylsulfonyl)benzyl)-7-isopropyl-6,7-dihydro-5H-pyrrolo[3,4-b]pyridine-3-carboxamide, using tert-butyl34(4-(ethylsulfonyl)benzyl)carbamoyl)-7-(tetrahydrofuran-3-yl)-5,7-dihydro-6H-pyrrolo[3,4-b]pyridine-6-carboxylate as a starting material. Starting materials: ClCc1ccccc1, [Na+], [OH-], O, NC(=O)c1cc(O)ccc1N. The product is NC(=O)c1cc(OCc2ccccc2)ccc1N. RXN SMILES: [Cl:14][CH2:15][c:16]1[cH:17][cH:18][cH:19][cH:20][cH:21]1.[Na+:13].[OH-:12].[OH2:22].[OH:1][c:2]1[cH:3][cH:4][c:5]([NH2:11])[c:6]([C:7](=[O:8])[NH2:9])[cH:10]1>>[O:1]([c:2]1[cH:3][cH:4][c:5]([NH2:11])[c:6]([C:7](=[O:8])[NH2:9])[cH:10]1)[CH2:15][c:16]1[cH:17][cH:18][cH:19][cH:20][cH:21]1. The reactants are Cl, CC(=O)Nc1cccc(-c2cccc(C(O)(c3cn(C(c4ccccc4)(c4ccccc4)c4ccccc4)cn3)C(C)C)c2)c1, c1ccncc1. Product: CC(=O)Nc1cccc(-c2cccc(C(O)(c3c[nH]cn3)C(C)C)c2)c1. As a reaction SMILES: [ClH:46].[OH:1][C:2]([CH:3]([CH3:4])[CH3:5])([c:6]1[n:7][cH:8][n:9]([C:11]([c:12]2[cH:13][cH:14][cH:15][cH:16][cH:17]2)([c:18]2[cH:19][cH:20][cH:21][cH:22][cH:23]2)[c:24]2[cH:25][cH:26][cH:27][cH:28][cH:29]2)[cH:10]1)[c:30]1[cH:31][c:32](-[c:36]2[cH:37][c:38]([NH:42][C:43]([CH3:44])=[O:45])[cH:39][cH:40][cH:41]2)[cH:33][cH:34][cH:35]1.[n:47]1[cH:48][cH:49][cH:50][cH:51][cH:52]1>>[OH:1][C:2]([CH:3]([CH3:4])[CH3:5])([c:6]1[n:7][cH:8][nH:9][cH:10]1)[c:30]1[cH:31][c:32](-[c:36]2[cH:37][c:38]([NH:42][C:43]([CH3:44])=[O:45])[cH:39][cH:40][cH:41]2)[cH:33][cH:34][cH:35]1. Starting materials: C(C)(C)(C)OC(=O)N1C[C@H](CC1)OC=1C2=C(N=CN1)CCN(C2)C=2C=NC(=C(C2)C(F)(F)F)OC ((S)-3-[6-(6-Methoxy-5-trifluoromethyl-pyridin-3-yl)-5,6,7,8-tetrahydro-pyrido[4,3-d]pyrimidin-4-yloxy]-pyrrolidine-1-carboxylic acid tert-butyl ester), Cl (HCl), C(C)OCC (diethyl ether). Run in C(Cl)Cl (CH2Cl2). Run at time 3 hour. The product is Cl.Cl.COC1=C(C=C(C=N1)N1CC2=C(N=CN=C2O[C@@H]2CNCC2)CC1)C(F)(F)F (6-(6-methoxy-5-trifluoromethyl-pyridin-3-yl)-4-((S)-pyrrolidin-3-yloxy)-5,6,7,8-tetrahydro-pyrido[4,3-d]pyrimidine dihydrochloride). Yield: 128.0%. RXN SMILES: C(OC([N:8]1[CH2:12][CH2:11][C@H:10]([O:13][C:14]2[C:15]3[CH2:23][N:22]([C:24]4[CH:25]=[N:26][C:27]([O:34][CH3:35])=[C:28]([C:30]([F:33])([F:32])[F:31])[CH:29]=4)[CH2:21][CH2:20][C:16]=3[N:17]=[CH:18][N:19]=2)[CH2:9]1)=O)(C)(C)C.[ClH:36].C(OCC)C>C(Cl)Cl>[ClH:36].[ClH:36].[CH3:35][O:34][C:27]1[N:26]=[CH:25][C:24]([N:22]2[CH2:21][CH2:20][C:16]3[N:17]=[CH:18][N:19]=[C:14]([O:13][C@H:10]4[CH2:11][CH2:12][NH:8][CH2:9]4)[C:15]=3[CH2:23]2)=[CH:29][C:28]=1[C:30]([F:33])([F:31])[F:32] |f:4.5.6|. Reported procedure: (S)-3-[6-(6-Methoxy-5-trifluoromethyl-pyridin-3-yl)-5,6,7,8-tetrahydro-pyrido[4,3-d]pyrimidin-4-yloxy]-pyrrolidine-1-carboxylic acid tert-butyl ester (1.0 g, 1.69 mmol) in CH2Cl2 (5 mL) was added 2M anhydrous HCl in diethyl ether (25.3 mL, 50.5 mmol) and the mixture stirred at rt for 3 h. The resulting precipitate was filtered and washed with diethyl ether to give 6-(6-methoxy-5-trifluoromethyl-pyridin-3-yl)-4-((S)-pyrrolidin-3-yloxy)-5,6,7,8-tetrahydro-pyrido[4,3-d]pyrimidine dihydrochloride as... Starting materials: CN1C(=CC=C1)C=O (1-methyl-2-pyrrolecarboxaldehyde), ClC1=CC(=C(C=C1Cl)N)N (4,5-dichloro-1,2-phenylenediamine). Product: CN1C(=CC=C1)C=1NC2=C(N1)C=C(C(=C2)Cl)Cl (2-(1-Methylpyrrol-2-yl)-5,6-dichlorobenzimidazole). RXN SMILES: [CH3:1][N:2]1[CH:6]=[CH:5][CH:4]=[C:3]1[CH:7]=O.[Cl:9][C:10]1[C:15]([Cl:16])=[CH:14][C:13]([NH2:17])=[C:12]([NH2:18])[CH:11]=1>>[CH3:1][N:2]1[CH:6]=[CH:5][CH:4]=[C:3]1[C:7]1[NH:18][C:12]2[CH:11]=[C:10]([Cl:9])[C:15]([Cl:16])=[CH:14][C:13]=2[N:17]=1. Procedure details: 2-(1-Methylpyrrol-2-yl)-5,6-dichlorobenzimidazole was prepared from 1-methyl-2-pyrrolecarboxaldehyde and 4,5-dichloro-1,2-phenylenediamine by following General Procedure 2. The reactants are BrC1C(N(CC1)C1=CC=C(C=C1)N(C(C1=CC=C(C=C1)C1CCCCC1)=O)C)=O (N-[4-(3-Bromo-2-oxopyrrolidin-1-yl)phenyl]-4-cyclohexyl-N-methylbenzamide), C1(CCCCC1)N (cyclohexylamine). Yields the product C1(CCCCC1)C1=CC=C(C(=O)N(C)C2=CC=C(C=C2)N2C(C(CC2)NC2CCCCC2)=O)C=C1 (4-Cyclohexyl-N-[4-(3-cyclohexylamino-2-oxopyrrolidin-1-yl)phenyl]-N-methylbenzamide). Reaction SMILES: Br[CH:2]1[CH2:6][CH2:5][N:4]([C:7]2[CH:12]=[CH:11][C:10]([N:13]([CH3:28])[C:14](=[O:27])[C:15]3[CH:20]=[CH:19][C:18]([CH:21]4[CH2:26][CH2:25][CH2:24][CH2:23][CH2:22]4)=[CH:17][CH:16]=3)=[CH:9][CH:8]=2)[C:3]1=[O:29].[CH:30]1([NH2:36])[CH2:35][CH2:34][CH2:33][CH2:32][CH2:31]1>>[CH:21]1([C:18]2[CH:19]=[CH:20][C:15]([C:14]([N:13]([C:10]3[CH:11]=[CH:12][C:7]([N:4]4[CH2:5][CH2:6][CH:2]([NH:36][CH:30]5[CH2:35][CH2:34][CH2:33][CH2:32][CH2:31]5)[C:3]4=[O:29])=[CH:8][CH:9]=3)[CH3:28])=[O:27])=[CH:16][CH:17]=2)[CH2:26][CH2:25][CH2:24][CH2:23][CH2:22]1. Reported procedure: N-[4-(3-Bromo-2-oxopyrrolidin-1-yl)phenyl]-4-cyclohexyl-N-methylbenzamide was reacted with cyclohexylamine by method L. This resulted in the product with the molecular weight of 473.66 (C30H39N3O2); MS (ESI): 474 (M+H+). Reactants: CCOC(=O)C=Cc1ccc(OC)cc1, CN=C(NC)N(C)C, C[N+](=O)[O-]. Product: CCOC(=O)CC(C[N+](=O)[O-])c1ccc(OC)cc1. As a reaction SMILES: [CH2:1]([CH3:2])[O:3][C:4]([CH:5]=[CH:6][c:7]1[cH:8][cH:9][c:10]([O:13][CH3:14])[cH:11][cH:12]1)=[O:15].[CH3:16][NH:17][C:18](=[N:19][CH3:20])[N:21]([CH3:22])[CH3:23].[N+:24](=[O:25])([O-:26])[CH3:27]>>[CH2:1]([CH3:2])[O:3][C:4]([CH2:5][CH:6]([c:7]1[cH:8][cH:9][c:10]([O:13][CH3:14])[cH:11][cH:12]1)[CH2:27][N+:24](=[O:25])[O-:26])=[O:15]. The reactants are O=C1CCC(=O)N1Br, ClCCl, CS(=O)(=O)c1ccc(C(CC2CCCC2)C(=O)O)cc1Cl, Nc1ccc(C(F)(F)F)cn1, O, c1ccc(P(c2ccccc2)c2ccccc2)cc1, c1ccncc1. The product is CS(=O)(=O)c1ccc(C(CC2CCCC2)C(=O)Nc2ccc(C(F)(F)F)cn2)cc1Cl. As a reaction SMILES: [Br:20][N:21]1[C:22](=[O:23])[CH2:24][CH2:25][C:26]1=[O:27].[CH2:66]([Cl:67])[Cl:68].[Cl:28][c:29]1[cH:30][c:31]([CH:39]([C:40](=[O:41])[OH:42])[CH2:43][CH:44]2[CH2:45][CH2:46][CH2:47][CH2:48]2)[cH:32][cH:33][c:34]1[S:35](=[O:36])(=[O:37])[CH3:38].[NH2:49][c:50]1[n:51][cH:52][c:53]([C:56]([F:57])([F:58])[F:59])[cH:54][cH:55]1.[OH2:69].[c:1]1([P:2]([c:3]2[cH:4][cH:5][cH:6][cH:7][cH:8]2)[c:9]2[cH:10][cH:11][cH:12][cH:13][cH:14]2)[cH:15][cH:16][cH:17][cH:18][cH:19]1.[cH:60]1[cH:61][cH:62][n:63][cH:64][cH:65]1>>[Cl:28][c:29]1[cH:30][c:31]([CH:39]([C:40](=[O:42])[NH:49][c:50]2[n:51][cH:52][c:53]([C:56]([F:57])([F:58])[F:59])[cH:54][cH:55]2)[CH2:43][CH:44]2[CH2:45][CH2:46][CH2:47][CH2:48]2)[cH:32][cH:33][c:34]1[S:35](=[O:36])(=[O:37])[CH3:38]. Reactants: C1(=CC=CC=C1)C(CC(CC)=O)=O ((phenyl)-1,3-pentanedione), C(C)(=O)C1=CC=CC=C1 (acetophenone), C(CCCC)(=O)OCC (ethyl valerate). The product is C1(=CC=CC=C1)C(CC(CCCC)=O)=O (1-(phenyl)-1,3-heptanedione). RXN SMILES: [C:1]1([C:7](=[O:13])[CH2:8][C:9](=[O:12])[CH2:10][CH3:11])[CH:6]=[CH:5][CH:4]=[CH:3][CH:2]=1.[C:14](C1C=CC=CC=1)(=O)[CH3:15].C(OCC)(=O)CCCC>>[C:1]1([C:7](=[O:13])[CH2:8][C:9](=[O:12])[CH2:10][CH2:11][CH2:14][CH3:15])[CH:6]=[CH:5][CH:4]=[CH:3][CH:2]=1. Procedure: The title compound was prepared (as described above for Intermediate 16) from 2.2 g (18.3 mmol) of acetophenone and 4.51 g (35 mmol) of ethyl valerate to yield 2.6 grams of Intermediate 18:: TLC Rf=0.52 (1/9 EtOAc/Hexanes); 1H NMR (400 MHz, CDCl3) δ7.87 (m, 2H), 7.48 (m, 3H), 6.17 (s,1H), 2.42 (t, 2H, J=7.6), 1.67 (m, 2H), 1.4 (m, 2H), 0.95 (t, 3H, J=7.2); low resolution MS (ES+)m/e 205.1 (MH+), 227.1 (M+Na+).